The task is: describe an organic reaction: reactants, conditions, products, and yield. This data is from the Open Reaction Database (ORD), a public repository of structured organic reaction records. The reactants are [Ag+], CO, O=[N+]([O-])[O-], [Na+], [OH-], O=C(O)C(=O)c1ccccc1. Product: [Ag+], O=C([O-])C(=O)c1ccccc1. RXN SMILES: [Ag+:18].[CH3:19][OH:20].[N+:14]([O-:15])([O-:16])=[O:17].[Na+:13].[OH-:12].[OH:1][C:2](=[O:3])[C:4](=[O:5])[c:6]1[cH:7][cH:8][cH:9][cH:10][cH:11]1>>[Ag+:18].[O:1]=[C:2]([O-:3])[C:4](=[O:5])[c:6]1[cH:7][cH:8][cH:9][cH:10][cH:11]1. Reactants: BrCc1ccccc1, O=c1cc(C(F)(F)F)c2c(O)c(Br)ccc2[nH]1, [Na+], CN(C)C=O, O=S(=O)([O-])O. Product: O=c1cc(C(F)(F)F)c2c(OCc3ccccc3)c(Br)ccc2[nH]1. RXN SMILES: [Br:18][CH2:19][c:20]1[cH:21][cH:22][cH:23][cH:24][cH:25]1.[Br:1][c:2]1[c:3]([OH:17])[c:4]2[c:5]([C:13]([F:14])([F:15])[F:16])[cH:6][c:7](=[O:12])[nH:8][c:9]2[cH:10][cH:11]1.[Na+:31].[O:32]=[CH:33][N:34]([CH3:35])[CH3:36].[S:26](=[O:27])(=[O:28])([OH:29])[O-:30]>>[Br:1][c:2]1[c:3]([O:17][CH2:19][c:20]2[cH:21][cH:22][cH:23][cH:24][cH:25]2)[c:4]2[c:5]([C:13]([F:14])([F:15])[F:16])[cH:6][c:7](=[O:12])[nH:8][c:9]2[cH:10][cH:11]1. Starting materials: IC=1C=C(C[C@]2(N([C@@H](OC2=O)C2=CC=CC=C2)C(=O)OCC2=CC=CC=C2)C)C=CC1 (benzyl (2S,4R)-4-(3-iodobenzyl)-4-methyl-5-oxo-2-phenyl-1,3-oxazolidine-3-carboxylate), C[Si]([O-])(C)C.[K+] (potassium trimethylsilanolate), CO (MeOH). The solvent is C1CCOC1 (THF). Reaction conditions: temperature 75 celsius. The product is IC=1C=C(C[C@@](N)(C(=O)O)C)C=CC1 (3-Iodo-α-methyl-D-phenylalanine). The yield is 107.0%. As a reaction SMILES: [I:1][C:2]1[CH:3]=[C:4]([CH:29]=[CH:30][CH:31]=1)[CH2:5][C@:6]1([CH3:28])[C:10](=[O:11])[O:9][C@@H](C2C=CC=CC=2)[N:7]1C(OCC1C=CC=CC=1)=O.C[Si](C)(C)[O-].[K+].CO>C1COCC1>[I:1][C:2]1[CH:3]=[C:4]([CH:29]=[CH:30][CH:31]=1)[CH2:5][C@:6]([CH3:28])([C:10]([OH:11])=[O:9])[NH2:7] |f:1.2|. Procedure: A mixture of benzyl (2S,4R)-4-(3-iodobenzyl)-4-methyl-5-oxo-2-phenyl-1,3-oxazolidine-3-carboxylate (1.47 g) and potassium trimethylsilanolate (1.2 g) was suspended in THF (50 ml) and heated to 75° C. for 2.5 h. MeOH (10 ml) was added and the solvents were removed under reduced pressure. The residue was dissolved in MeOH and applied to two 10 g SCX-2 cartridges eluting with MeOH and then with 0.2M ammonia in MeOH. The ammoniacal solutions were evaporated to dryness to give the title compound (910... Starting materials: C12C(C3CC(CC(C1)C3)C2)NC(=O)C=2C=NN(C2SCCC)C2=CC=C(C=C2)CC(=O)OC (Methyl 2-[4-[4-(2-adamantylcarbamoyl)-5-propylsulfanyl-pyrazol-1-yl]phenyl]acetate), C12C(C3CC(CC(C1)C3)C2)NC(=O)C=2C=NN(C2SCCC)C2=CC=C(C=C2)CC(=O)OC (Methyl 2-[4-[4-(2-adamantylcarbamoyl)-5-propylsulfanyl-pyrazol-1-yl]phenyl]acetate), solution, [OH-].[Na+] (sodium hydroxide). Solvent: CO (methanol). Reaction conditions: time 8 hour. Yields the product C12C(C3CC(CC(C1)C3)C2)NC(=O)C=2C=NN(C2SCCC)C2=CC=C(C=C2)CC(=O)O (2-[4-[4-(2-adamantylcarbamoyl)-5-propylsulfanyl-pyrazol-1-yl]phenyl]acetic acid). The yield is 31.0%. As a reaction SMILES: [CH:1]12[CH2:10][CH:5]3[CH2:6][CH:7]([CH2:9][CH:3]([CH2:4]3)[CH:2]1[NH:11][C:12]([C:14]1[CH:15]=[N:16][N:17]([C:23]3[CH:28]=[CH:27][C:26]([CH2:29][C:30]([O:32]C)=[O:31])=[CH:25][CH:24]=3)[C:18]=1[S:19][CH2:20][CH2:21][CH3:22])=[O:13])[CH2:8]2.[OH-].[Na+]>CO>[CH:1]12[CH2:10][CH:5]3[CH2:6][CH:7]([CH2:9][CH:3]([CH2:4]3)[CH:2]1[NH:11][C:12]([C:14]1[CH:15]=[N:16][N:17]([C:23]3[CH:24]=[CH:25][C:26]([CH2:29][C:30]([OH:32])=[O:31])=[CH:27][CH:28]=3)[C:18]=1[S:19][CH2:20][CH2:21][CH3:22])=[O:13])[CH2:8]2 |f:1.2|. Procedure details: Methyl 2-[4-[4-(2-adamantylcarbamoyl)-5-propylsulfanyl-pyrazol-1-yl]phenyl]acetate (Intermediate #34) (220 mg, 0.47 mmol) was dissolved in methanol (10 mL) and treated at ambient temperature with a 2M solution of sodium hydroxide (1.17 mL, 2.35 mmol). The mixture was stirred overnight and then methanol was removed by evaporation under reduced pressure. The clear aqueous solution was diluted with water (20 mL) and acidified to pH3 with 2M HCl. The resulting white precipitate was extracted into et... Reactants: O (water), Cl (HCl), C(C)OC(=O)C1=NC=C(N=C1N)C(F)(F)F (3-amino-5-trifluoromethyl-pyrazine-2-carboxylic acid ethyl ester), C(C)OC(=O)C1=NC=C(N=C1N)C(F)(F)F (3-amino-5-trifluoromethyl-pyrazine-2-carboxylic acid ethyl ester), [OH-].[Na+] (NaOH). Run in C(C)O (ethanol). Conditions: time 5 minute. Yields the product NC=1C(=NC=C(N1)C(F)(F)F)C(=O)O (3-Amino-5-trifluoromethyl-pyrazine-2-carboxylic acid). Reaction SMILES: C([O:3][C:4]([C:6]1[C:11]([NH2:12])=[N:10][C:9]([C:13]([F:16])([F:15])[F:14])=[CH:8][N:7]=1)=[O:5])C.[OH-].[Na+].O.Cl>C(O)C>[NH2:12][C:11]1[C:6]([C:4]([OH:5])=[O:3])=[N:7][CH:8]=[C:9]([C:13]([F:16])([F:15])[F:14])[N:10]=1 |f:1.2|. Reported procedure: To a stirring solution of 3-amino-5-trifluoromethyl-pyrazine-2-carboxylic acid ethyl ester (Intermediate 1) (0.5 g, 2.126 mmol) in dry ethanol (5 ml), 2M NaOH (5.32 ml, 10.63 mmol) was added. The yellow solution was stirred at RT. After 5 minutes, the reaction mixture was poured into water (15 ml) and the pH adjusted to pH 6 by addition of 1M HCl. The yellow precipitate formed was filtered under vacuum and dried to yield the title compound. 1H NMR (400 MHz, DMSO-d6) δ 13.65 (1H, s), 8.3 (1H, s),... Reactants: ClCCl, CC(=O)OC(C)=O, Cc1ccc2c(=O)n(C(C)CO)ccc2c1[N+](=O)[O-], c1ccncc1. Yields the product CC(=O)OCC(C)n1ccc2c([N+](=O)[O-])c(C)ccc2c1=O. RXN SMILES: [CH2:33]([Cl:34])[Cl:35].[CH3:26][C:27](=[O:28])[O:29][C:30](=[O:31])[CH3:32].[OH:1][CH2:2][CH:3]([CH3:4])[n:5]1[c:6](=[O:19])[c:7]2[cH:8][cH:9][c:10]([CH3:18])[c:11]([N+:15](=[O:16])[O-:17])[c:12]2[cH:13][cH:14]1.[cH:20]1[cH:21][cH:22][n:23][cH:24][cH:25]1>>[O:1]([CH2:2][CH:3]([CH3:4])[n:5]1[c:6](=[O:19])[c:7]2[cH:8][cH:9][c:10]([CH3:18])[c:11]([N+:15](=[O:16])[O-:17])[c:12]2[cH:13][cH:14]1)[C:27]([CH3:26])=[O:28]. Starting materials: N1(CCOCC1)C1=CC=C(C=C1)C(C=NO)=O ((4-Morpholin-4-yl-phenyl)-oxo-acetaldehyde oxime), C(C)C=1N=C(N(C1C1=CC=CC=C1)O)C=1C(=NC=CC1I)OC (4-ethyl-2-(4-iodo-2-methoxy-pyridin-3-yl)-5-phenyl-imidazol-1-ol). The product is IC1=C(C(=NC=C1)OC)C=1N(C(=CN1)C1=CC=C(C=C1)N1CCOCC1)O (2-(4-Iodo-2-methoxy-pyridin-3-yl)-5-(4-morpholin-4-yl-phenyl)-imidazol-1-ol). Isolated yield 22.0%. RXN SMILES: [N:1]1([C:7]2[CH:12]=[CH:11][C:10]([C:13](=O)[CH:14]=[N:15]O)=[CH:9][CH:8]=2)[CH2:6][CH2:5][O:4][CH2:3][CH2:2]1.C(C1N=[C:22]([C:32]2[C:33]([O:39][CH3:40])=[N:34][CH:35]=[CH:36][C:37]=2[I:38])[N:23]([OH:31])C=1C1C=CC=CC=1)C>>[I:38][C:37]1[CH:36]=[CH:35][N:34]=[C:33]([O:39][CH3:40])[C:32]=1[C:22]1[N:23]([OH:31])[C:13]([C:10]2[CH:9]=[CH:8][C:7]([N:1]3[CH2:2][CH2:3][O:4][CH2:5][CH2:6]3)=[CH:12][CH:11]=2)=[CH:14][N:15]=1. Procedure details: (4-Morpholin-4-yl-phenyl)-oxo-acetaldehyde oxime (0.111 g, 0.474 mmol) was reacted as described for the synthesis of 4-ethyl-2-(4-iodo-2-methoxy-pyridin-3-yl)-5-phenyl-imidazol-1-ol and afforded the title material (0.049 g, 22%).